describe an organic reaction: reactants, conditions, products, and yield From a dataset of the Open Reaction Database (ORD), a public repository of structured organic reaction records. The reactants are 38.1, COC1CN(CCC1(OC)OC)CC1=CC=CC=C1 (3,4,4-trimethoxy-1-(phenylmethyl)piperidine), S(O)(O)(=O)=O (sulfuric acid), C([O-])([O-])=O.[Na+].[Na+] (sodium carbonate). The product is COC1CN(CCC1=O)CC1=CC=CC=C1 (3-methoxy-1-(phenylmethyl)-4-piperidinone), intermediate 60. The yield is 98.6%. As a reaction SMILES: [CH3:1][O:2][CH:3]1[C:8](OC)([O:9]C)[CH2:7][CH2:6][N:5]([CH2:13][C:14]2[CH:19]=[CH:18][CH:17]=[CH:16][CH:15]=2)[CH2:4]1.S(=O)(=O)(O)O.C(=O)([O-])[O-].[Na+].[Na+]>>[CH3:1][O:2][CH:3]1[C:8](=[O:9])[CH2:7][CH2:6][N:5]([CH2:13][C:14]2[CH:19]=[CH:18][CH:17]=[CH:16][CH:15]=2)[CH2:4]1 |f:2.3.4|. Reported procedure: A mixture of 38.1 parts of 3,4,4-trimethoxy-1-(phenylmethyl)piperidine and 1200 parts of sulfuric acid solution 1% was stirred and refluxed for 7 hours. The reaction mixture was allowed to cool overnight to room temperature and treated with sodium carbonate till a turbid solution was obtained. The product was extracted with 1,1'-oxybisethane. The extract was washed with water, dried, filtered and evaporated, yielding 28.8 parts (98.6%) of 3-methoxy-1-(phenylmethyl)-4-piperidinone as an oily resi... The reactants are FC=1C=C(COC2=C(C=C(NC3=NC=NC4=CC=C(C=C34)C3=CC=C(O3)C=CC(=O)O)C=C2)Cl)C=CC1 (3-(5-{4-[4-(3-fluorobenzyloxy)-3-chloroanilino]-6-quinazolinyl}-2-furyl)-2-propenoic acid), C(=O)(N1C=NC=C1)N1C=NC=C1 (carbonyldiimidazole), C(CC)S(=O)(=O)CCN (n-propanesulfonylethylamine). Run in CN(C)C=O (DMF). Yields the product FC=1C=C(COC2=C(C=C(NC3=NC=NC4=CC=C(C=C34)C3=CC=C(O3)C=CC(=O)NCCS(=O)(=O)CCC)C=C2)Cl)C=CC1 (3-(5-{4-[4-(3-Fluoro-benzyloxy)-3-chloroanilino]-6-quinazolinyl}-2-furyl)-N-[2-(n-propanesulfonyl)ethyl]-2-propenamide). Yield: 18.3%. RXN SMILES: [F:1][C:2]1[CH:3]=[C:4]([CH:35]=[CH:36][CH:37]=1)[CH2:5][O:6][C:7]1[CH:33]=[CH:32][C:10]([NH:11][C:12]2[C:21]3[C:16](=[CH:17][CH:18]=[C:19]([C:22]4[O:26][C:25]([CH:27]=[CH:28][C:29](O)=[O:30])=[CH:24][CH:23]=4)[CH:20]=3)[N:15]=[CH:14][N:13]=2)=[CH:9][C:8]=1[Cl:34].C(N1C=CN=C1)(N1C=CN=C1)=O.[CH2:50]([S:53]([CH2:56][CH2:57][NH2:58])(=[O:55])=[O:54])[CH2:51][CH3:52]>CN(C=O)C>[F:1][C:2]1[CH:3]=[C:4]([CH:35]=[CH:36][CH:37]=1)[CH2:5][O:6][C:7]1[CH:33]=[CH:32][C:10]([NH:11][C:12]2[C:21]3[C:16](=[CH:17][CH:18]=[C:19]([C:22]4[O:26][C:25]([CH:27]=[CH:28][C:29]([NH:58][CH2:57][CH2:56][S:53]([CH2:50][CH2:51][CH3:52])(=[O:55])=[O:54])=[O:30])=[CH:24][CH:23]=4)[CH:20]=3)[N:15]=[CH:14][N:13]=2)=[CH:9][C:8]=1[Cl:34]. Procedure: Prepared according to Procedure I utilizing 3-(5-{4-[4-(3-fluorobenzyloxy)-3-chloroanilino]-6-quinazolinyl}-2-furyl)-2-propenoic acid (0.23 g, 0.42 mmol), carbonyldiimidazole (0.21 g, 1.27 mmol), and n-propanesulfonylethylamine (0.16 g, 0.85 mmol) in DMF to afford the title compound (0.05 g) after purification by chromatography. Electrospray MS m/z 649 (MH+). Starting materials: CCOC(C)=O, CCCCCCCCCCCCOC(=O)CCC(=O)c1ccc([N+](=O)[O-])cc1. Yields the product CCCCCCCCCCCCOC(=O)CCC(=O)c1ccc(N)cc1. RXN SMILES: [CH3:29][CH2:30][O:31][C:32](=[O:33])[CH3:34].[N+:1]([O-:2])(=[O:3])[c:4]1[cH:5][cH:6][c:7]([C:10]([CH2:11][CH2:12][C:13](=[O:14])[O:15][CH2:16][CH2:17][CH2:18][CH2:19][CH2:20][CH2:21][CH2:22][CH2:23][CH2:24][CH2:25][CH2:26][CH3:27])=[O:28])[cH:8][cH:9]1>>[NH2:1][c:4]1[cH:5][cH:6][c:7]([C:10]([CH2:11][CH2:12][C:13](=[O:14])[O:15][CH2:16][CH2:17][CH2:18][CH2:19][CH2:20][CH2:21][CH2:22][CH2:23][CH2:24][CH2:25][CH2:26][CH3:27])=[O:28])[cH:8][cH:9]1. The reactants are N#Cc1cc(F)cc(Br)c1, Oc1cccc(-c2c(Cc3ccccc3)cnc3c(Cl)cccc23)c1, CN1CCCC1=O, [H-], [Na+]. Yields the product N#Cc1cc(Br)cc(Oc2cccc(-c3c(Cc4ccccc4)cnc4c(Cl)cccc34)c2)c1. As a reaction SMILES: [Br:28][c:29]1[cH:30][c:31]([C:32]#[N:33])[cH:34][c:35]([F:37])[cH:36]1.[CH2:1]([c:2]1[cH:3][cH:4][cH:5][cH:6][cH:7]1)[c:8]1[cH:9][n:10][c:11]2[c:12]([Cl:25])[cH:13][cH:14][cH:15][c:16]2[c:17]1-[c:18]1[cH:19][c:20]([OH:24])[cH:21][cH:22][cH:23]1.[CH3:38][N:39]1[CH2:40][CH2:41][CH2:42][C:43]1=[O:44].[H-:27].[Na+:26]>>[CH2:1]([c:2]1[cH:3][cH:4][cH:5][cH:6][cH:7]1)[c:8]1[cH:9][n:10][c:11]2[c:12]([Cl:25])[cH:13][cH:14][cH:15][c:16]2[c:17]1-[c:18]1[cH:19][c:20]([O:24][c:35]2[cH:34][c:31]([C:32]#[N:33])[cH:30][c:29]([Br:28])[cH:36]2)[cH:21][cH:22][cH:23]1.